Dataset: the Open Reaction Database (ORD), a public repository of structured organic reaction records. Task: describe an organic reaction: reactants, conditions, products, and yield Reactants: COc1cc(C(N)=O)ccc1OCCCBr, CC#N, Fc1ccc2c(C3CCNCC3)noc2c1, [K+], [K+], O=C([O-])[O-]. Product: COc1cc(C(N)=O)ccc1OCCCN1CCC(c2noc3cc(F)ccc23)CC1. Reaction SMILES: [Br:23][CH2:24][CH2:25][CH2:26][O:27][c:28]1[c:29]([O:37][CH3:38])[cH:30][c:31]([C:32](=[O:33])[NH2:34])[cH:35][cH:36]1.[CH3:39][C:40]#[N:41].[F:1][c:2]1[cH:3][c:4]2[c:5]([c:6]([CH:9]3[CH2:10][CH2:11][NH:12][CH2:13][CH2:14]3)[n:7][o:8]2)[cH:15][cH:16]1.[K+:17].[K+:18].[O-:19][C:20]([O-:21])=[O:22]>>[F:1][c:2]1[cH:3][c:4]2[c:5]([c:6]([CH:9]3[CH2:10][CH2:11][N:12]([CH2:24][CH2:25][CH2:26][O:27][c:28]4[c:29]([O:37][CH3:38])[cH:30][c:31]([C:32](=[O:33])[NH2:34])[cH:35][cH:36]4)[CH2:13][CH2:14]3)[n:7][o:8]2)[cH:15][cH:16]1. The reactants are ClC=1C=C2C(CCOC2=CC1OC1=CC=C(C=C1)C(NC=1N=NC(=CC1)C1=C(C=C(C=C1)C(F)(F)F)Cl)=O)C(=O)OCC (ethyl 6-chloro-7-(4-(6-(2-chloro-4-(trifluoromethyl)phenyl)pyridazin-3-ylcarbamoyl)phenoxy)chroman-4-carboxylate), [OH-].[Na+] (sodium hydroxide). Solvent: C1CCOC1.CCO (THF EtOH). Run at time 16 hour. Product: ClC=1C=C2C(CCOC2=CC1OC1=CC=C(C=C1)C(NC=1N=NC(=CC1)C1=C(C=C(C=C1)C(F)(F)F)Cl)=O)C(=O)O (6-chloro-7-(4-(6-(2-chloro-4-(trifluoromethyl)phenyl)pyridazin-3-ylcarbamoyl)phenoxy)chroman-4-carboxylic acid). Yield: 92.6%. RXN SMILES: [Cl:1][C:2]1[CH:3]=[C:4]2[C:9](=[CH:10][C:11]=1[O:12][C:13]1[CH:18]=[CH:17][C:16]([C:19](=[O:38])[NH:20][C:21]3[N:22]=[N:23][C:24]([C:27]4[CH:32]=[CH:31][C:30]([C:33]([F:36])([F:35])[F:34])=[CH:29][C:28]=4[Cl:37])=[CH:25][CH:26]=3)=[CH:15][CH:14]=1)[O:8][CH2:7][CH2:6][CH:5]2[C:39]([O:41]CC)=[O:40].[OH-].[Na+]>C1COCC1.CCO>[Cl:1][C:2]1[CH:3]=[C:4]2[C:9](=[CH:10][C:11]=1[O:12][C:13]1[CH:18]=[CH:17][C:16]([C:19](=[O:38])[NH:20][C:21]3[N:22]=[N:23][C:24]([C:27]4[CH:32]=[CH:31][C:30]([C:33]([F:36])([F:34])[F:35])=[CH:29][C:28]=4[Cl:37])=[CH:25][CH:26]=3)=[CH:15][CH:14]=1)[O:8][CH2:7][CH2:6][CH:5]2[C:39]([OH:41])=[O:40] |f:1.2,3.4|. Procedure details: To a solution of ethyl 6-chloro-7-(4-(6-(2-chloro-4-(trifluoromethyl)phenyl)pyridazin-3-ylcarbamoyl)phenoxy)chroman-4-carboxylate (0.034 g, 0.054 mmol) in 3:1 THF/EtOH (1 ml) was added 1M sodium hydroxide (0.22 ml, 0.22 mmol), and the reaction was stirred at ambient temperature for 16 hours. The reaction was concentrated to dryness, taken up in water, and acidified with 1M hydrochloric acid. The reaction was extracted twice with EtOAc, and the combined organic layers were washed with saturated s... Reactants: NC=1C=C2C(=C(C=NC2=CC1N)C#N)NC1=C(C=CC(=C1)OC)C (6,7-diamino-4-(5-methoxy-2-methylanilino)-3-quinolinecarbonitrile), 2-(4-morpholino)ethylisothiocyanate, mercuric oxide, [S] (sulphur), NC=1C=C2C(=C(C=NC2=CC1NC(=S)NCCN1CCOCC1)C#N)NC1=C(C=CC(=C1)OC)C (N-[6-amino-3-cyano-4-(5-methoxy-2-methylanilino)-7-quinolinyl]-N′-[2-(4-morpholinyl)ethyl]thiourea), NC1=C(C=C2C(=C(C=NC2=C1)C#N)NC1=C(C=CC(=C1)OC)C)NC(=S)NCCN1CCOCC1 (N-[7-amino-3-cyano-4-(5-methoxy-2-methylanilino)-6-quinolinyl]-N′-[2-(4-morpholinyl)-ethyl]thiourea). The solvent is O1CCOCC1 (dioxane), C(C)O (ethanol). Run at temperature 100 celsius. The product is COC=1C=CC(=C(NC2=C(C=NC=3CC=4C(=CC23)N=C(N4)NCCN4CCOCC4)C#N)C1)C (8-(5-methoxy-2-methylanilino)-2-{[2-(4-morpholinyl)ethyl]amino}imidazo[4,5-g]quinoline-7-carbonitrile). RXN SMILES: NC1C=C2C(=CC=1N)N=CC(C#N)=C2NC1C=C(OC)C=CC=1C.[NH2:25][C:26]1[CH:35]=[C:34]2[C:29]([C:30]([NH:38][C:39]3[CH:44]=[C:43]([O:45][CH3:46])[CH:42]=[CH:41][C:40]=3[CH3:47])=[C:31]([C:36]#[N:37])[CH:32]=[N:33]2)=[CH:28][C:27]=1[NH:48][C:49]([NH:51][CH2:52][CH2:53][N:54]1[CH2:59][CH2:58][O:57][CH2:56][CH2:55]1)=S.NC1C=C2C(=CC=1NC(NCCN1CCOCC1)=S)N=CC(C#N)=C2NC1C=C(OC)C=CC=1C.[S]>O1CCOCC1.C(O)C>[CH3:46][O:45][C:43]1[CH:42]=[CH:41][C:40]([CH3:47])=[C:39]([CH:44]=1)[NH:38][C:30]1[C:29]2[CH:28]=[C:27]3[N:48]=[C:49]([NH:51][CH2:52][CH2:53][N:54]4[CH2:59][CH2:58][O:57][CH2:56][CH2:55]4)[N:25]=[C:26]3[CH2:35][C:34]=2[N:33]=[CH:32][C:31]=1[C:36]#[N:37] |^3:94|. Procedure: A mixture of 0.1 g (0.3 mmol) of 6,7-diamino-4-(5-methoxy-2-methylanilino)-3-quinolinecarbonitrile and 0.11 g (0.62 mmol) of 2-(4-morpholino)ethylisothiocyanate in 0.3 mL of dioxane is heated at 100° C. for 2 hours under nitrogen. The mixture is cooled and solvent is evaporated to dryness to yield an oil consisting of N-[7-amino-3-cyano-4-(5-methoxy-2-methylanilino)-6-quinolinyl]-N′-[2-(4-morpholinyl)-ethyl]thiourea and N-[6-amino-3-cyano-4-(5-methoxy-2-methylanilino)-7-quinolinyl]-N′-[2-(4-morp... The reactants are OCCCSC1=NNC=2N(C(N(C(C21)=O)C)=O)CC(C)C (3-[(3-Hydroxypropyl)thio]-5-methyl-7-(2-methylpropyl)-1H-pyrazolo[3,4-d]-pyrimidine-4,6(5H,7H)-dione), C([O-])([O-])=O.[K+].[K+] (potassium carbonate), C1(=CC=CC=C1)S(=O)(=O)CC1=C(CBr)C=CC=C1 (2-(phenylsulfonylmethyl)benzyl bromide). The solvent is CS(=O)C (dimethylsulfoxide), C(C)(=O)OCC (ethyl acetate). Product: OCCCSC=1N(N=C2N(C(N(C(C21)=O)C)=O)CC(C)C)CC2=C(C=CC=C2)CS(=O)(=O)C2=CC=CC=C2 (3-[(3-Hydroxypropyl)thio]-5-methyl-7-(2-methylpropyl)-2-(2-{phenylsulfonylmethyl}phenylmethyl)-2H-pyrazolo[3,4-d]pyrimidine-4,6(5H,7H)-dione). The yield is 41.8%. RXN SMILES: [OH:1][CH2:2][CH2:3][CH2:4][S:5][C:6]1[C:14]2[C:13](=[O:15])[N:12]([CH3:16])[C:11](=[O:17])[N:10]([CH2:18][CH:19]([CH3:21])[CH3:20])[C:9]=2[NH:8][N:7]=1.C(=O)([O-])[O-].[K+].[K+].[C:28]1([S:34]([CH2:37][C:38]2[CH:45]=[CH:44][CH:43]=[CH:42][C:39]=2[CH2:40]Br)(=[O:36])=[O:35])[CH:33]=[CH:32][CH:31]=[CH:30][CH:29]=1>CS(C)=O.C(OCC)(=O)C>[OH:1][CH2:2][CH2:3][CH2:4][S:5][C:6]1[N:7]([CH2:40][C:39]2[CH:42]=[CH:43][CH:44]=[CH:45][C:38]=2[CH2:37][S:34]([C:28]2[CH:33]=[CH:32][CH:31]=[CH:30][CH:29]=2)(=[O:36])=[O:35])[N:8]=[C:9]2[C:14]=1[C:13](=[O:15])[N:12]([CH3:16])[C:11](=[O:17])[N:10]2[CH2:18][CH:19]([CH3:21])[CH3:20] |f:1.2.3|. Procedure details: 3-[(3-Hydroxypropyl)thio]-5-methyl-7-(2-methylpropyl)-1H-pyrazolo[3,4-d]-pyrimidine-4,6(5H,7H)-dione (94 mg), potassium carbonate (90 mg) and 2-(phenylsulfonylmethyl)benzyl bromide (105 mg) were combined in dimethylsulfoxide (11 ml). After 5 hours at room temperature the reaction mixture was diluted with ethyl acetate and washed thrice with water, twice with dilute hydrochloric acid, once with brine, then dried over magnesium sulfate and then concentrated in vacuo. Chromatography on silica gel (... Starting materials: C1(=CC=CC=C1)C1=NC(=NC=C1)N (4-phenylpyrimidin-2-amine), BrC1=CC=C(C=C1)C(C(F)(F)F)NC(OC(C)(C)C)=O (tert-butyl 1-(4-bromophenyl)-2,2,2-trifluoroethylcarbamate), CC1(C2=C(C(=CC=C2)P(C3=CC=CC=C3)C4=CC=CC=C4)OC5=C(C=CC=C51)P(C6=CC=CC=C6)C7=CC=CC=C7)C (Xantphos), C(=O)([O-])[O-].[Cs+].[Cs+] (Cs2CO3). The reagents and catalysts are C=1C=CC(=CC1)/C=C/C(=O)/C=C/C2=CC=CC=C2.C=1C=CC(=CC1)/C=C/C(=O)/C=C/C2=CC=CC=C2.C=1C=CC(=CC1)/C=C/C(=O)/C=C/C2=CC=CC=C2.[Pd].[Pd] (Pd2(dba)3). Run in COCCOC (DME). Reaction conditions: temperature 100 celsius. Product: FC(C(C1=CC=C(C=C1)NC1=NC=CC(=N1)C1=CC=CC=C1)NC(OC(C)(C)C)=O)(F)F (tert-butyl 2,2,2-trifluoro-1-(4-(4-phenylpyrimidin-2-ylamino)phenyl)ethylcarbamate). RXN SMILES: [C:1]1([C:7]2[CH:12]=[CH:11][N:10]=[C:9]([NH2:13])[N:8]=2)[CH:6]=[CH:5][CH:4]=[CH:3][CH:2]=1.Br[C:15]1[CH:20]=[CH:19][C:18]([CH:21]([NH:26][C:27](=[O:33])[O:28][C:29]([CH3:32])([CH3:31])[CH3:30])[C:22]([F:25])([F:24])[F:23])=[CH:17][CH:16]=1.CC1(C)C2C(=C(P(C3C=CC=CC=3)C3C=CC=CC=3)C=CC=2)OC2C(P(C3C=CC=CC=3)C3C=CC=CC=3)=CC=CC1=2.C([O-])([O-])=O.[Cs+].[Cs+]>C1C=CC(/C=C/C(/C=C/C2C=CC=CC=2)=O)=CC=1.C1C=CC(/C=C/C(/C=C/C2C=CC=CC=2)=O)=CC=1.C1C=CC(/C=C/C(/C=C/C2C=CC=CC=2)=O)=CC=1.[Pd].[Pd].COCCOC>[F:23][C:22]([F:24])([F:25])[CH:21]([NH:26][C:27](=[O:33])[O:28][C:29]([CH3:32])([CH3:30])[CH3:31])[C:18]1[CH:19]=[CH:20][C:15]([NH:13][C:9]2[N:8]=[C:7]([C:1]3[CH:2]=[CH:3][CH:4]=[CH:5][CH:6]=3)[CH:12]=[CH:11][N:10]=2)=[CH:16][CH:17]=1 |f:3.4.5,6.7.8.9.10|. Procedure: A mixture of 4-phenylpyrimidin-2-amine (70 mg, 0.4 mmol), tert-butyl 1-(4-bromophenyl)-2,2,2-trifluoroethylcarbamate (160 mg, 0.45 mmol), Xantphos (20 mg, 0.03 mmol), Pd2(dba)3 (20 mg, 0.02 mmol), Cs2CO3 (160 mg, 0.5 mmol) and DME (1.0 mL) was placed in a sealed tube and heated up to 100° C. in a microwave (Biotage, Model: Initiator) for 30 min. The reaction mixture was filtered through a pad of Celite, washed with ethyl acetate, and concentrated in vacuo. The resulting crude residue was purifie... The reactants are FC=1C=CC(=C(C1)C(CC(C(F)(F)F)(CC1=CC=NC2=CC=CC=C12)N)(C)C)OC (3-(5-fluoro-2-methoxy-phenyl)-3-methyl-1-quinolin-4-ylmethyl-1-trifluoromethyl-butylamine), C(C)(=O)OC(C)=O (acetic anhydride). Solvent: ClC(C)Cl (dichloroethane). Reaction conditions: temperature 85 celsius, time 16 hour. Product: FC=1C=CC(=C(C1)C(CC(C(F)(F)F)(CC1=CC=NC2=CC=CC=C12)NC(C)=O)(C)C)OC (N-[3-(5-Fluoro-2-methoxy-phenyl)-3-methyl-1-quinolin-4-ylmethyl-1-trifluoromethyl-butyl]-acetamide). Isolated yield 73.5%. As a reaction SMILES: [F:1][C:2]1[CH:3]=[CH:4][C:5]([O:29][CH3:30])=[C:6]([C:8]([CH3:28])([CH3:27])[CH2:9][C:10]([NH2:26])([CH2:15][C:16]2[C:25]3[C:20](=[CH:21][CH:22]=[CH:23][CH:24]=3)[N:19]=[CH:18][CH:17]=2)[C:11]([F:14])([F:13])[F:12])[CH:7]=1.[C:31](OC(=O)C)(=[O:33])[CH3:32]>ClC(Cl)C>[F:1][C:2]1[CH:3]=[CH:4][C:5]([O:29][CH3:30])=[C:6]([C:8]([CH3:27])([CH3:28])[CH2:9][C:10]([NH:26][C:31](=[O:33])[CH3:32])([CH2:15][C:16]2[C:25]3[C:20](=[CH:21][CH:22]=[CH:23][CH:24]=3)[N:19]=[CH:18][CH:17]=2)[C:11]([F:12])([F:14])[F:13])[CH:7]=1. Procedure details: A solution of 3-(5-fluoro-2-methoxy-phenyl)-3-methyl-1-quinolin-4-ylmethyl-1-trifluoromethyl-butylamine (42.0 mg, 0.1 mmol) in dichloroethane (4 mL) was treated with acetic anhydride (71 μL, 1.0 mmol). The mixture was stirred for 16 h at 85° C. and quenched with NaHCO3 (sat, 4 mL). Phases were separated and the aqueous layer was extracted with CHCl3 (3×2 mL). The combined organic layers were dried over MgSO4, filtered and concentrated in vacuo. The residue was purified on SiO2 (50%–70%, EtOAc:he... The reactants are OCCSCC=1N(C(C2=CC=C(C=C2C1C1=CC=CC=C1)OC)=O)C (3-{[(2-hydroxyethyl)thio]methyl}-6-methoxy-2-methyl-4-phenylisoquinolin-1(2H)-one), ClC1=CC(=CC=C1)C(=O)OO (meta-chloroperbenzoic acid). Run in ClCCl (dichloromethane). Conditions: time 15 minute. Yields the product OCCS(=O)CC=1N(C(C2=CC=C(C=C2C1C1=CC=CC=C1)OC)=O)C ((±)-3-{[(2-Hydroxyethyl)sulfinyl]methyl}-6-methoxy-2-methyl-4-phenylisoquinolin-1(2H)-one). RXN SMILES: [OH:1][CH2:2][CH2:3][S:4][CH2:5][C:6]1[N:7]([CH3:25])[C:8](=[O:24])[C:9]2[C:14]([C:15]=1[C:16]1[CH:21]=[CH:20][CH:19]=[CH:18][CH:17]=1)=[CH:13][C:12]([O:22][CH3:23])=[CH:11][CH:10]=2.ClC1C=CC=C(C(OO)=[O:34])C=1>ClCCl>[OH:1][CH2:2][CH2:3][S:4]([CH2:5][C:6]1[N:7]([CH3:25])[C:8](=[O:24])[C:9]2[C:14]([C:15]=1[C:16]1[CH:17]=[CH:18][CH:19]=[CH:20][CH:21]=1)=[CH:13][C:12]([O:22][CH3:23])=[CH:11][CH:10]=2)=[O:34]. Reported procedure: To a solution of 3-{[(2-hydroxyethyl)thio]methyl}-6-methoxy-2-methyl-4-phenylisoquinolin-1(2H)-one (31 mg, 0.087 mmol) in 2 mL of dichloromethane was added at 0° C. meta-chloroperbenzoic acid (16 mg, 0.091 mmol). After 15 minutes, the reaction mixture was partitioned between EtOAc and 2M Na2S2O3 solution, and the organic layer was washed with saturated NaHCO3 solution and brine, dried over Na2SO4, filtered, and concentrated in vacuo. The crude residue was purified by preparative reversed phase H... Reactants: CC1=CC(=NO1)C1=NN=C2N1N=C(C1=CC=CC=C21)OCC2=NNC=N2 (3-(5-methylisoxazol-3-yl)-6-(1,2,4-triazol-3-yl)methyloxy-1,2,4-triazolo[3,4-a]phthalazine), FC(CS(=O)(=O)[O-])(F)F (2,2,2-trifluoroethylsulphonate). Product: CC1=CC(=NO1)C1=NN=C2N1N=C(C1=CC=CC=C21)OCC2=NN(C=N2)CC(F)(F)F (3-(5-Methylisoxazol-3-yl)-6-[1-(2,2,2-trifluoroethyl)-1,2,4-triazol-3-yl]methyloxy-1,2,4triazolo[3,4-a]phthalazine). Reaction SMILES: [CH3:1][C:2]1[O:6][N:5]=[C:4]([C:7]2[N:11]3[N:12]=[C:13]([O:20][CH2:21][C:22]4[N:26]=[CH:25][NH:24][N:23]=4)[C:14]4[C:19]([C:10]3=[N:9][N:8]=2)=[CH:18][CH:17]=[CH:16][CH:15]=4)[CH:3]=1.[F:27][C:28]([F:35])([F:34])[CH2:29]S([O-])(=O)=O>>[CH3:1][C:2]1[O:6][N:5]=[C:4]([C:7]2[N:11]3[N:12]=[C:13]([O:20][CH2:21][C:22]4[N:26]=[CH:25][N:24]([CH2:29][C:28]([F:35])([F:34])[F:27])[N:23]=4)[C:14]4[C:19]([C:10]3=[N:9][N:8]=2)=[CH:18][CH:17]=[CH:16][CH:15]=4)[CH:3]=1. Procedure: The title-compound was prepared from 3-(5-methylisoxazol-3-yl)-6-(1,2,4-triazol-3-yl)methyloxy-1,2,4-triazolo[3,4-a]phthalazine and 2,2,2-trifluoroethylsulphonate following the procedure given for Example 47. The two regioisomers were separated by M.P.L.C. [Lobar Lichroprep Si60 (40-63 μm) (Art. 10402)], eluting with 2.5% methanol/dichloromethane, to give the title-product as the more polar isomer, 1H NMR (360 MHz, CDCl3) δ 8 2.58 (3H, s, CH3), 4.81 (2H, q, J=8.1 Hz, CH2), 5.75 (2H, s, CH2), 6.9... Starting materials: NC1=NC2=CC=CC=C2C=C1CC1=C(C=CC=C1OC)O (2-[(2-aminoquinolin-3-yl)methyl]-3-methoxyphenol), C(C)O (ethanol). The product is C(C)OC1=C(CC=2C(=NC3=CC=CC=C3C2)N)C(=CC=C1)OC (3-(2-Ethoxy-6-methoxybenzyl)quinolin-2-amine). As a reaction SMILES: [NH2:1][C:2]1[C:11]([CH2:12][C:13]2[C:18]([O:19][CH3:20])=[CH:17][CH:16]=[CH:15][C:14]=2O)=[CH:10][C:9]2[C:4](=[CH:5][CH:6]=[CH:7][CH:8]=2)[N:3]=1.[CH2:22]([OH:24])[CH3:23]>>[CH2:22]([O:24][C:14]1[CH:15]=[CH:16][CH:17]=[C:18]([O:19][CH3:20])[C:13]=1[CH2:12][C:11]1[C:2]([NH2:1])=[N:3][C:4]2[C:9]([CH:10]=1)=[CH:8][CH:7]=[CH:6][CH:5]=2)[CH3:23]. Procedure details: Synthesis was performed according to EXAMPLE 3 from 2-[(2-aminoquinolin-3-yl)methyl]-3-methoxyphenol and ethanol.